From a dataset of the Open Reaction Database (ORD), a public repository of structured organic reaction records. describe an organic reaction: reactants, conditions, products, and yield The reactants are O1CCCC=C1 (dihydropyran), C1(CCCC1)C[C@H]1C(N(C1)OCC1=CC=CC=C1)=O ((3R)-3-(Cyclopentylmethyl)-1-[(phenylmethyl)oxy]-2-azetidinone), C1(=CC=C(C=C1)S(=O)(=O)[O-])C.[NH+]1=CC=CC=C1 (pyridinium p-toluenesulfonate). Run in C(C)O (ethanol). Product: C1(CCCC1)C[C@H]1C(N(C1)OC1OCCCC1)=O ((3R)-3-(cyclopentylmethyl)-1-(tetrahydro-2H-pyran-2-yloxy)-2-azetidinone). Isolated yield 100.0%. Reaction SMILES: [CH:1]1([CH2:6][C@@H:7]2[CH2:10][N:9]([O:11][CH2:12][C:13]3C=C[CH:16]=[CH:15][CH:14]=3)[C:8]2=[O:19])[CH2:5][CH2:4][CH2:3][CH2:2]1.[O:20]1C=CCCC1.C1(C)C=CC(S([O-])(=O)=O)=CC=1.[NH+]1C=CC=CC=1>C(O)C>[CH:1]1([CH2:6][C@@H:7]2[CH2:10][N:9]([O:11][CH:12]3[CH2:13][CH2:14][CH2:15][CH2:16][O:20]3)[C:8]2=[O:19])[CH2:5][CH2:4][CH2:3][CH2:2]1 |f:2.3|. Procedure: (3R)-3-(Cyclopentylmethyl)-1-[(phenylmethyl)oxy]-2-azetidinone (100 g, 386 mmol) was dissolved in ethanol (1.2 L), and the solution was degassed. Pd on C (10%, dry, 8 g) was added and the suspension was purged with hydrogen and stirred under a hydrogen atmosphere (balloon) until the reaction was complete by LC-MS (approximately 6 h). The suspension was then sparged with nitrogen, filtered through Celite, and evaporated to dryness. The resulting solid was redissolved in CH2Cl2 (1 L) and dihydropy... The reactants are OC1=CC=C(C=C1)S(=O)(=O)O (4hydroxybenzenesulfonic acid), [OH-].[Na+] (sodium hydroxide), ICCC(C)C (1-iodo-3methylbutane). Run in O (water), C(C)(C)O (isopropanol). Product: CC(CCOC1=C(C=CC=C1)S(=O)(=O)[O-])C.[Na+] (Sodium (3-methylbutoxy)benzenesulfonate). RXN SMILES: O[C:2]1[CH:7]=[CH:6][C:5]([S:8]([OH:11])(=[O:10])=[O:9])=[CH:4][CH:3]=1.[OH-:12].[Na+:13].I[CH2:15][CH2:16][CH:17]([CH3:19])[CH3:18]>O.C(O)(C)C>[CH3:18][CH:17]([CH3:19])[CH2:16][CH2:15][O:12][C:6]1[CH:7]=[CH:2][CH:3]=[CH:4][C:5]=1[S:8]([O-:11])(=[O:10])=[O:9].[Na+:13] |f:1.2,6.7|. Procedure: A solution of 4hydroxybenzenesulfonic acid (10.0 grams, 43.1 mmole) and sodium hydroxide (3.3 grams, 83 mmole) in water (40 mL) was mixed with a solution of 1-iodo-3methylbutane (11.3 mL, 86.4 mmole) in isopropanol (60 mL) and the resulting mixture was heated at reflux for 2 days. The isopropanol was removed by evaporation under vaccuum. The titled compound, 10.0 grams (87%), was collected by filtration washing with isopropanol. The reactants are COC(=O)C(C)(SC)c1cccc(Oc2ccccc2)c1, CCOCC, CC(=O)O, [Cu+2], O=S(=O)([O-])[O-], [Zn]. The product is COC(=O)C(C)c1cccc(Oc2ccccc2)c1. Reaction SMILES: [CH3:1][S:2][C:3]([C:4](=[O:5])[O:6][CH3:7])([CH3:8])[c:9]1[cH:10][c:11]([O:15][c:16]2[cH:17][cH:18][cH:19][cH:20][cH:21]2)[cH:12][cH:13][cH:14]1.[CH3:22][CH2:23][O:24][CH2:25][CH3:26].[CH3:27][C:28](=[O:29])[OH:30].[Cu+2:36].[S:31]([O-:32])([O-:33])(=[O:34])=[O:35].[Zn:37]>>[CH:3]([C:4](=[O:5])[O:6][CH3:7])([CH3:8])[c:9]1[cH:10][c:11]([O:15][c:16]2[cH:17][cH:18][cH:19][cH:20][cH:21]2)[cH:12][cH:13][cH:14]1.